The task is: describe an organic reaction: reactants, conditions, products, and yield. This data is from the Open Reaction Database (ORD), a public repository of structured organic reaction records. Starting materials: OC1=C2CCN(CC2=CC=C1)C(C(F)(F)F)=O (5-Hydroxy-2-trifluoroacetyl-1,2,3,4-tetrahydroisoquinoline), O1CCCC=C1 (2,3-dihydropyrane), O.C1(=CC=C(C=C1)S(=O)(=O)O)C (p-toluenesulfonic acid monohydrate). Run in ClCCl (dichloromethane), ClCCl (dichloromethane). The product is O1C(CCCC1)OC1=C2CCN(CC2=CC=C1)C(C(F)(F)F)=O (5-(tetrahydropyran-2-yloxy)-2-trifluoroacetyl-1,2,3,4-tetrahydroisoquinolin). Reaction SMILES: [OH:1][C:2]1[CH:11]=[CH:10][CH:9]=[C:8]2[C:3]=1[CH2:4][CH2:5][N:6]([C:12](=[O:17])[C:13]([F:16])([F:15])[F:14])[CH2:7]2.[O:18]1[CH:23]=[CH:22][CH2:21][CH2:20][CH2:19]1.O.C1(C)C=CC(S(O)(=O)=O)=CC=1>ClCCl>[O:18]1[CH2:23][CH2:22][CH2:21][CH2:20][CH:19]1[O:1][C:2]1[CH:11]=[CH:10][CH:9]=[C:8]2[C:3]=1[CH2:4][CH2:5][N:6]([C:12](=[O:17])[C:13]([F:16])([F:14])[F:15])[CH2:7]2 |f:2.3|. Procedure: 3.7 g (15.9 mmol) of 5-hydroxy-2-trifluoroacetyl-1,2,3,4-tetrahydroisoquinoline (Example 1) and 4.4 mL (47.7 mmol) 2,3-dihydropyrane were dissolved in dichloromethane and catalytic amount of p-toluenesulfonic acid monohydrate was added. After completion of the reaction (System A), the reaction mixture was diluted with dichloromethane, washed with water and aqueous sodium chloride. The solution was dried over Na2SO4, evaporated to dryness, and the product was purified by silicagel chromatography ...